The task is: describe an organic reaction: reactants, conditions, products, and yield. This data is from the Open Reaction Database (ORD), a public repository of structured organic reaction records. Reactants: C1(CC1)C(=O)N1CCNCC1 (cyclopropyl(piperazin-1-yl)methanone), BrC1=CC=C(C=C1)CN(S(=O)(=O)CC1=CC=CC=C1)CC(C)C (N-[(4-bromophenyl)methyl]-N-isobutyl-1-phenyl-methanesulfonamide), COC(C)(C)C (methyl-t-butylether), CC(C)([O-])C.[Na+] (sodium tert-butoxide), C1(CCCCC1)P(C1=C(C=CC=C1)C1=C(C=CC=C1OC(C)C)OC(C)C)C1CCCCC1 (2-dicyclohexylphosphino-2′,6′-di-i-propoxy-1,1′-biphenyl), chloro(2-dicyclohexylphosphino-2′,6′-di-i-propoxy-1,1′-biphenyl)[2-(2 aminoethylphenyl)]palladium(II). Run in O1CCOCC1 (1,4-Dioxane). Conditions: time 16 hour. The product is C1(CC1)C(=O)N1CCN(CC1)C1=CC=C(CN(S(=O)(=O)CC2=CC=CC=C2)CC(C)C)C=C1 (N-[4-(4-cyclopropanecarbonyl-piperazin-1-yl)-benzyl]-N-isobutyl-C-phenyl-methanesulfonamide). Yield: 44.2%. Reaction SMILES: Br[C:2]1[CH:7]=[CH:6][C:5]([CH2:8][N:9]([CH2:20][CH:21]([CH3:23])[CH3:22])[S:10]([CH2:13][C:14]2[CH:19]=[CH:18][CH:17]=[CH:16][CH:15]=2)(=[O:12])=[O:11])=[CH:4][CH:3]=1.C1(P(C2CCCCC2)C2C=CC=CC=2C2C(OC(C)C)=CC=CC=2OC(C)C)CCCCC1.COC(C)(C)C.CC(C)([O-])C.[Na+].[CH:69]1([C:72]([N:74]2[CH2:79][CH2:78][NH:77][CH2:76][CH2:75]2)=[O:73])[CH2:71][CH2:70]1>O1CCOCC1>[CH:69]1([C:72]([N:74]2[CH2:79][CH2:78][N:77]([C:2]3[CH:7]=[CH:6][C:5]([CH2:8][N:9]([CH2:20][CH:21]([CH3:23])[CH3:22])[S:10]([CH2:13][C:14]4[CH:19]=[CH:18][CH:17]=[CH:16][CH:15]=4)(=[O:12])=[O:11])=[CH:4][CH:3]=3)[CH2:76][CH2:75]2)=[O:73])[CH2:70][CH2:71]1 |f:3.4|. Procedure: In a vial, N-[(4-bromophenyl)methyl]-N-isobutyl-1-phenyl-methanesulfonamide (53 mg, 0.13 mmol), 2-dicyclohexylphosphino-2′,6′-di-i-propoxy-1,1′-biphenyl (3.2 mg, 0.0067 mmol), chloro(2-dicyclohexylphosphino-2′,6′-di-i-propoxy-1,1′-biphenyl)[2-(2 aminoethylphenyl)]palladium(II), methyl-t-butylether adduct (6 mg, 0.0067 mmol) and sodium tert-butoxide (20 mg, 0.20 mmol) were combined and the vial was purged with nitrogen. 1,4-Dioxane (1 mL) and cyclopropyl(piperazin-1-yl)methanone (31 mg, 0.20 mmol... Starting materials: COC1=CC=C(C=C1)COC1=CC=C(C=C1)C(CC(=O)O)C#CC ((+/−)-3-(4-[(4-methoxyphenyl)methoxy]phenyl)-hex-4-ynoic acid), NC=1SC=CN1 (2-amino thiazole), C(=O)(C=1NC=CN1)C=1NC=CN1 (carbonyl diimidazole), C1CCOC1 (THF). The solvent is O (water). Yields the product S1C(=NC=C1)NC(CC(C#CC)C1=CC=C(C=C1)OCC1=CC=C(C=C1)OC)=O (3-[4-(4-Methoxy-benzyloxy)-phenyl]-hex-4-ynoic acid thiazol-2-ylamide). Yield: 1.6%. Reaction SMILES: [CH3:1][O:2][C:3]1[CH:8]=[CH:7][C:6]([CH2:9][O:10][C:11]2[CH:16]=[CH:15][C:14]([CH:17]([C:22]#[C:23][CH3:24])[CH2:18][C:19](O)=[O:20])=[CH:13][CH:12]=2)=[CH:5][CH:4]=1.C(C1NC=CN=1)(C1NC=CN=1)=O.C1COCC1.[NH2:42][C:43]1[S:44][CH:45]=[CH:46][N:47]=1>O>[S:44]1[CH:45]=[CH:46][N:47]=[C:43]1[NH:42][C:19](=[O:20])[CH2:18][CH:17]([C:14]1[CH:15]=[CH:16][C:11]([O:10][CH2:9][C:6]2[CH:5]=[CH:4][C:3]([O:2][CH3:1])=[CH:8][CH:7]=2)=[CH:12][CH:13]=1)[C:22]#[C:23][CH3:24]. Procedure: A pear-shaped flask was charged with a stir bar, compound 12 (50 mg, 0.154 mmol), carbonyl diimidazole (25 mg, 0.154 mmol) and THF (4 mL). The mixture was refluxed for 1 hour, and 2-amino thiazole (16 mg, 0.154 mmol) was then added. The reaction was refluxed for 48 hours, poured into water and extracted with ethyl acetate. The organic layer was concentrated and the resulting residue was purified via HPLC to yield 1.0 mg (2%) of 3-[4-(4-Methoxy-benzyloxy)-phenyl]-hex-4-ynoic acid thiazol-2-ylamid...